This data is from the Open Reaction Database (ORD), a public repository of structured organic reaction records. The task is: describe an organic reaction: reactants, conditions, products, and yield Starting materials: B (borane), C(C1=CC=CC=C1)N1CC(C(C1)C1=CC(=C(C=C1)Cl)Cl)N (rac-(3S,4R)-1-benzyl-4-(3,4-dichloro-phenyl)-pyrrolidin-3-ylamine), C(=O)([O-])[O-].[K+].[K+] (K2CO3), ClC(=O)OCC (ethyl chloroformate). Solvent: C1CCOC1 (THF), C1CCOC1 (THF), O (H2O), C1CCOC1 (THF). Run at temperature 65 celsius, time 10 minute. The product is C(C1=CC=CC=C1)N1C[C@H]([C@@H](C1)C1=CC(=C(C=C1)Cl)Cl)NC (rac-[(3S,4R)-1-benzyl-4-(3,4-dichloro-phenyl)-pyrrolidin-3-yl]-methyl-amine). Yield: 51.5%. Reaction SMILES: [CH2:1]([N:8]1[CH2:12][CH:11]([C:13]2[CH:18]=[CH:17][C:16]([Cl:19])=[C:15]([Cl:20])[CH:14]=2)[CH:10]([NH2:21])[CH2:9]1)[C:2]1[CH:7]=[CH:6][CH:5]=[CH:4][CH:3]=1.[C:22]([O-])([O-])=O.[K+].[K+].ClC(OCC)=O.B>C1COCC1.O>[CH2:1]([N:8]1[CH2:12][C@@H:11]([C:13]2[CH:18]=[CH:17][C:16]([Cl:19])=[C:15]([Cl:20])[CH:14]=2)[C@H:10]([NH:21][CH3:22])[CH2:9]1)[C:2]1[CH:3]=[CH:4][CH:5]=[CH:6][CH:7]=1 |f:1.2.3|. Reported procedure: To a solution of rac-(3S,4R)-1-benzyl-4-(3,4-dichloro-phenyl)-pyrrolidin-3-ylamine (0.54 g, 1.68 mmol) in THF (5 mL) was added a solution of K2CO3 (0.46 g, 3.36 mmol) in H2O (3 mL). After 10 minutes, ethyl chloroformate (0.18 mL, 1.85 mmol) was added and stirring was continued at ambient temperature for an additional 2 h. The intermediate carbamate was then extracted with Et2O, dried over Na2SO4 and concentrated under vacuo to give viscous oil. The oil was taken up in THF (5 mL) and a solution o... Starting materials: OC1=NN(C=C1CC(=O)OC)C1=CC=CC=C1 (methyl (3-hydroxy-1-phenyl-1H-pyrazol-4-yl)acetate), ClCC1=CC(=C(OCC=2N=C(OC2C)C2=CC=CC=C2)C=C1)OC (4-(4-chloromethyl-2-methoxyphenoxymethyl)-5-methyl-2-phenyloxazole), C([O-])([O-])=O.[K+].[K+] (potassium carbonate), CN(C=O)C (N,N-dimethylformamide). The solvent is O (water). Reaction conditions: temperature 60 celsius, time 4 hour. Product: COC=1C=C(COC2=NN(C=C2CC(=O)OC)C2=CC=CC=C2)C=CC1OCC=1N=C(OC1C)C1=CC=CC=C1 (methyl [3-[3-methoxy-4-(5-methyl-2-phenyl-4-oxazolylmethoxy)benzyloxy]-1-phenyl-1H-pyrazol-4-yl]acetate). The yield is 68.8%. As a reaction SMILES: [OH:1][C:2]1[C:6]([CH2:7][C:8]([O:10][CH3:11])=[O:9])=[CH:5][N:4]([C:12]2[CH:17]=[CH:16][CH:15]=[CH:14][CH:13]=2)[N:3]=1.Cl[CH2:19][C:20]1[CH:39]=[CH:38][C:23]([O:24][CH2:25][C:26]2[N:27]=[C:28]([C:32]3[CH:37]=[CH:36][CH:35]=[CH:34][CH:33]=3)[O:29][C:30]=2[CH3:31])=[C:22]([O:40][CH3:41])[CH:21]=1.C(=O)([O-])[O-].[K+].[K+].CN(C)C=O>O>[CH3:41][O:40][C:22]1[CH:21]=[C:20]([CH:39]=[CH:38][C:23]=1[O:24][CH2:25][C:26]1[N:27]=[C:28]([C:32]2[CH:37]=[CH:36][CH:35]=[CH:34][CH:33]=2)[O:29][C:30]=1[CH3:31])[CH2:19][O:1][C:2]1[C:6]([CH2:7][C:8]([O:10][CH3:11])=[O:9])=[CH:5][N:4]([C:12]2[CH:17]=[CH:16][CH:15]=[CH:14][CH:13]=2)[N:3]=1 |f:2.3.4|. Procedure: A mixture of methyl (3-hydroxy-1-phenyl-1H-pyrazol-4-yl)acetate (406 mg), 4-(4-chloromethyl-2-methoxyphenoxymethyl)-5-methyl-2-phenyloxazole (551 mg), potassium carbonate (484 mg) and N,N-dimethylformamide (10 ml) was stirred at 60° C. for 4 hrs. The reaction mixture was poured into water and the mixture was extracted with ethyl acetate. The ethyl acetate-layer was washed with saturated brine, dried (MgSO4) and concentrated. The obtained colorless crystals were collected by filtration to give me... Reactants: hydrochloride salt, BrCCOC1=CC=C(C=C1)C1=CC=CC=C1 (4-(2-bromoethoxy)biphenyl), C1(CC1)N (cyclopropylamine). The solvent is O1CCCC1 (tetrahydrofurane). Run at temperature 50 celsius. Yields the product C1(=CC=C(C=C1)OCCNC1CC1)C1=CC=CC=C1 (N-[2-(biphenyl-4-yloxy)ethyl]cyclo-propanamine). Yield: 96.3%. RXN SMILES: [CH:1]1([NH2:4])[CH2:3][CH2:2]1.Br[CH2:6][CH2:7][O:8][C:9]1[CH:14]=[CH:13][C:12]([C:15]2[CH:20]=[CH:19][CH:18]=[CH:17][CH:16]=2)=[CH:11][CH:10]=1>O1CCCC1>[C:12]1([C:15]2[CH:16]=[CH:17][CH:18]=[CH:19][CH:20]=2)[CH:11]=[CH:10][C:9]([O:8][CH2:7][CH2:6][NH:4][CH:1]2[CH2:3][CH2:2]2)=[CH:14][CH:13]=1. Reported procedure: To a mixture of 5.15 g (90.2 mmol) of cyclopropylamine and 2.5 ml (18.04 mmol) of thiethylamine in 50 ml of tetrahydrofurane is added 5 g (18.04 mmol) of 4-(2-bromoethoxy)biphenyl. The reaction mixture is heated at 50° C. for 5 hrs. The solvent and the excess of cyclopropylamine are then removed under vacuum and the residue is dissolved in ethyl acetate. The organic solution is acidified to pH=4 by adding a 1N solution of HCl. The abundant obtained white precipate is filtered, washed by water an... The reactants are FC1=C(OC2=C3C(=NC=C2)C=C(S3)I)C=CC(=C1)[N+](=O)[O-] (7-(2-Fluoro-4-nitrophenoxy)-2-iodothieno[3,2-b]pyridine), BrC1=NC=C(C=O)C=C1 (6-bromonicotinaldehyde), [Sn] (tin), CO (MeOH). The reagents and catalysts are C=1C=CC(=CC1)[P](C=2C=CC=CC2)(C=3C=CC=CC3)[Pd]([P](C=4C=CC=CC4)(C=5C=CC=CC5)C=6C=CC=CC6)([P](C=7C=CC=CC7)(C=8C=CC=CC8)C=9C=CC=CC9)[P](C=1C=CC=CC1)(C=1C=CC=CC1)C=1C=CC=CC1 (Pd(PPh3)4). The solvent is O1CCOCC1 (dioxane). Product: FC1=C(OC2=C3C(=NC=C2)C=C(S3)C3=NC=C(C=O)C=C3)C=CC(=C1)[N+](=O)[O-] (6-(7-(2-Fluoro-4-nitrophenoxy)thieno[3,2-b]pyridin-2-yl)nicotinaldehyde). Yield: 52.1%. Reaction SMILES: [F:1][C:2]1[CH:18]=[C:17]([N+:19]([O-:21])=[O:20])[CH:16]=[CH:15][C:3]=1[O:4][C:5]1[CH:10]=[CH:9][N:8]=[C:7]2[CH:11]=[C:12](I)[S:13][C:6]=12.Br[C:23]1[CH:30]=[CH:29][C:26]([CH:27]=[O:28])=[CH:25][N:24]=1.[Sn].CO>O1CCOCC1.C1C=CC([P]([Pd]([P](C2C=CC=CC=2)(C2C=CC=CC=2)C2C=CC=CC=2)([P](C2C=CC=CC=2)(C2C=CC=CC=2)C2C=CC=CC=2)[P](C2C=CC=CC=2)(C2C=CC=CC=2)C2C=CC=CC=2)(C2C=CC=CC=2)C2C=CC=CC=2)=CC=1>[F:1][C:2]1[CH:18]=[C:17]([N+:19]([O-:21])=[O:20])[CH:16]=[CH:15][C:3]=1[O:4][C:5]1[CH:10]=[CH:9][N:8]=[C:7]2[CH:11]=[C:12]([C:23]3[CH:30]=[CH:29][C:26]([CH:27]=[O:28])=[CH:25][N:24]=3)[S:13][C:6]=12 |^3:30,^1:43,45,64,83|. Procedure details: A solution of 408 (1 g, 2.40 mmol) and 6-bromonicotinaldehyde (450 mg, 2.40 mmol) in dioxane (10 mL) was treated sequentially with bistirmethyl tin (500 μL, 787 mg, 2.40 mmol) and Pd(PPh3)4 (270 mg, 0.24 mmol). The reaction mixture was heated to reflux under nitrogen overnight and concentrated. The residue was purified by flash chromatography using the gradient 5%-10% MeOH in DCM as an eluent and subsequent trituration with MeOH, yielding pure 438 (494 mg, 52% yield). 1H NMR (400 MHz, DMSO-d6) δ... Reactants: FC(C=1C=C(C=C(C1)C(F)(F)F)N1N=CC(=C1C)CCl)(F)F (1-(3,5-bis-trifluoromethyl-phenyl)-4-chloromethyl-5-methyl-1H-pyrazole), OC=1C=C2C=CN(C2=CC1)C(C(=O)O)(C)C (2-(5-hydroxy-indol-1-yl)-2-methyl-propionic acid), C(=O)([O-])[O-].[Cs+].[Cs+] (Cs2CO3), C(C)#N (acetonitrile). The product is C(C)OC(C(C)(C)N1C=CC2=CC(=CC=C12)OCC=1C=NN(C1C)C1=CC(=CC(=C1)C(F)(F)F)C(F)(F)F)=O (2-{5-[1-(3,5-Bis-trifluoromethyl-phenyl)-5-methyl-1H-pyrazol-4-ylmethoxy]-indol-1-yl}-2-methyl-propionic acid ethyl ester). RXN SMILES: [F:1][C:2]([F:22])([F:21])[C:3]1[CH:4]=[C:5]([N:13]2[C:17]([CH3:18])=[C:16]([CH2:19]Cl)[CH:15]=[N:14]2)[CH:6]=[C:7]([C:9]([F:12])([F:11])[F:10])[CH:8]=1.[OH:23][C:24]1[CH:25]=[C:26]2[C:30](=[CH:31][CH:32]=1)[N:29]([C:33]([CH3:38])([CH3:37])[C:34]([OH:36])=[O:35])[CH:28]=[CH:27]2.C([O-])([O-])=O.[Cs+].[Cs+].[C:45](#N)[CH3:46]>>[CH2:45]([O:35][C:34](=[O:36])[C:33]([N:29]1[C:30]2[C:26](=[CH:25][C:24]([O:23][CH2:19][C:16]3[CH:15]=[N:14][N:13]([C:5]4[CH:4]=[C:3]([C:2]([F:22])([F:21])[F:1])[CH:8]=[C:7]([C:9]([F:12])([F:11])[F:10])[CH:6]=4)[C:17]=3[CH3:18])=[CH:32][CH:31]=2)[CH:27]=[CH:28]1)([CH3:38])[CH3:37])[CH3:46] |f:2.3.4|. Reported procedure: To a solution of 1-(3,5-bis-trifluoromethyl-phenyl)-4-chloromethyl-5-methyl-1H-pyrazole (170 mg, 0.5 mmol) and (2-(5-hydroxy-indol-1-yl)-2-methyl-propionic acid (150 mg) in acetonitrile (3 mL) is added Cs2CO3 (325 mg, 1 mmol). The mixture is stirred at room temperature over night, quenched by water, extracted with ethyl acetate, dried over sodium sulfate. Concentration yields the crude product. Reactants: NC=1C2=C(N=CN1)N(C=C2C)C(C)C2=C(C(=C(C#N)C(=C2)Cl)C2CNC2)OCC (4-[1-(4-amino-5-methyl-7H-pyrrolo[2,3-d]pyrimidin-7-yl)ethyl]-2-azetidin-3-yl-6-chloro-3-ethoxybenzonitrile), CC(=O)C (acetone). Product: NC=1C2=C(N=CN1)N(C=C2C)C(C)C2=C(C(=C(C#N)C(=C2)Cl)C2CN(C2)C(C)C)OCC (4-[1-(4-Amino-5-methyl-7H-pyrrolo[2,3-d]pyrimidin-7-yl)ethyl]-6-chloro-3-ethoxy-2-(1-isopropylazetidin-3-yl)benzonitrile). Isolated yield 65.0%. RXN SMILES: [NH2:1][C:2]1[C:3]2[C:10]([CH3:11])=[CH:9][N:8]([CH:12]([C:14]3[CH:21]=[C:20]([Cl:22])[C:17]([C:18]#[N:19])=[C:16]([CH:23]4[CH2:26][NH:25][CH2:24]4)[C:15]=3[O:27][CH2:28][CH3:29])[CH3:13])[C:4]=2[N:5]=[CH:6][N:7]=1.[CH3:30][C:31]([CH3:33])=O>>[NH2:1][C:2]1[C:3]2[C:10]([CH3:11])=[CH:9][N:8]([CH:12]([C:14]3[CH:21]=[C:20]([Cl:22])[C:17]([C:18]#[N:19])=[C:16]([CH:23]4[CH2:24][N:25]([CH:31]([CH3:33])[CH3:30])[CH2:26]4)[C:15]=3[O:27][CH2:28][CH3:29])[CH3:13])[C:4]=2[N:5]=[CH:6][N:7]=1. Procedure details: The desired compound was prepared according to the procedure of Example 213 using 4-[1-(4-amino-5-methyl-7H-pyrrolo[2,3-d]pyrimidin-7-yl)ethyl]-2-azetidin-3-yl-6-chloro-3-ethoxybenzonitrile instead of 4-[1-(4-amino-3-methyl-1H-pyrazolo[3,4-d]pyrimidin-1-yl)ethyl]-2-azetidin-3-yl-6-chloro-3-ethoxybenzonitrile and acetone instead of formaldehyde as the starting materials in 65% yield. The product was isolated as a single enantiomer. 1H NMR (300 MHz, dmso) δ 7.95 (s, 1H), 7.19 (s, 1H), 7.16-7.13 (m... Reactants: C1(=CC=CC=C1)CSC(C(=O)O)C(=O)O ([(phenylmethyl)thio]propanedioic acid), trimethylsilyl enol ether, C(C)(=O)C1=CC(=NC(=C1)C)C (4-acetyl-2,6-dimethylpyridine), diethyl ester. Product: CC1=NC(=CC(=C1)C1=CC(=C(C(O1)=O)SCC1=CC=CC=C1)O)C (6-(2,6-Dimethyl-4-pyridinyl)-4-hydroxy-3-[(phenylmethyl)thio]-2H-pyran-2-one). RXN SMILES: [C:1]([C:4]1[CH:9]=[C:8]([CH3:10])[N:7]=[C:6]([CH3:11])[CH:5]=1)(=[O:3])[CH3:2].[C:12]1([CH2:18][S:19][CH:20]([C:24](O)=[O:25])[C:21](O)=[O:22])[CH:17]=[CH:16][CH:15]=[CH:14][CH:13]=1>>[CH3:10][C:8]1[CH:9]=[C:4]([C:1]2[O:3][C:21](=[O:22])[C:20]([S:19][CH2:18][C:12]3[CH:17]=[CH:16][CH:15]=[CH:14][CH:13]=3)=[C:24]([OH:25])[CH:2]=2)[CH:5]=[C:6]([CH3:11])[N:7]=1. Procedure details: The title compound was prepared from the condensation of the trimethylsilyl enol ether of 4-acetyl-2,6-dimethylpyridine and the diethyl ester of [(phenylmethyl)thio]propanedioic acid following the same procedure outlined in Method A; m.p. 88-90° C. NMR (DMSO-d6) δ2.55 (s, 6 H), 4.02 (s, 2 H), 6.85 (s, 1 H), 7.16-7.28 (m, 5 H), 7.40 (s, 2 H).